From a dataset of the Open Reaction Database (ORD), a public repository of structured organic reaction records. describe an organic reaction: reactants, conditions, products, and yield Starting materials: Br[Mg]c1ccccc1 (effective_coupling_partner), COc1cccc2ccccc12 (substrate). The reagents and catalysts are PPhCy2. Run at temperature 23 celsius, time 15 hour. Product: c3ccc(c1cccc2ccccc12)cc3. Reactants: OO (H2O2), C(C)(=O)OC(C)=O (acetic anhydride), [OH-].[Na+] (sodium hydroxide), C(C)(=O)OC(C)=O (acetic anhydride), S(O)(O)(=O)=O (sulphuric acid), C(C)(=O)OC(C)=O (acetic anhydride), [OH-].[Na+] (sodium hydroxide), starch, suspension, C1(CCCCC(=O)O1)=O (adipic anhydride). Solvent: O (water). Run at time 1.5 hour. Product: C(CCCCC(=O)[O-])(=O)[O-].C(C)(=O)[O-] (adipate acetate), final product. As a reaction SMILES: [OH-].[Na+].OO.[C:5]1(=[O:13])[O:12][C:10](=[O:11])[CH2:9][CH2:8][CH2:7][CH2:6]1.[C:14]([O:17]C(=O)C)(=[O:16])[CH3:15].S(=O)(=O)(O)O>O>[C:5]([O-:12])(=[O:13])[CH2:6][CH2:7][CH2:8][CH2:9][C:10]([O-:16])=[O:11].[C:14]([O-:17])(=[O:16])[CH3:15] |f:0.1,7.8|. Reported procedure: The adipate/acetate of amylopectin potato starch was prepared using a 1:20 mixture. 810 gram dry starch was suspended in water to 39% suspension. The pH was adjusted to 8.5 with a 4.4% (w/w) sodium hydroxide solution and 1.3 ml of 30% of H2O2 solution were added. Then 6 g of 1:20 adipic anhydride reagent was added drop wise keeping the pH at 8.5 with a 4.4% (w/w) sodium hydroxide solution. Afterwards 41 grams of acetic anhydride was added drop wise to a pH 8.5. The acetic anhydride reaction was ... The reactants are NC=1NC(C(=C(N1)C1=CC=CC=C1)C#N)=S (2-amino-4-phenyl-6-thioxo-1,6-dihydro-pyrimidine-5-carbonitrile), C(C)Br (ethyl bromide), CC[O-].[Na+] (sodium ethylate). Solvent: C(C)O (ethanol). Product: NC1=NC(=C(C(=N1)SCC)C#N)C1=CC=CC=C1 (2-Amino-4-ethylsulfanyl-6-phenyl-pyrimidine-5-carbonitrile). RXN SMILES: [NH2:1][C:2]1[NH:3][C:4](=[S:16])[C:5]([C:14]#[N:15])=[C:6]([C:8]2[CH:13]=[CH:12][CH:11]=[CH:10][CH:9]=2)[N:7]=1.[CH2:17](Br)[CH3:18].CC[O-].[Na+]>C(O)C>[NH2:1][C:2]1[N:3]=[C:4]([S:16][CH2:17][CH3:18])[C:5]([C:14]#[N:15])=[C:6]([C:8]2[CH:13]=[CH:12][CH:11]=[CH:10][CH:9]=2)[N:7]=1 |f:2.3|. Procedure details: From 2-amino-4-phenyl-6-thioxo-1,6-dihydro-pyrimidine-5-carbonitrile, ethyl bromide and sodium ethylate in ethanol. EI-MS m/e (%):256 (M+, 29), 255 ([M—H]+, 100). Reactants: N1C=CC2=CC=CC=C12 (indole), C1(=CC=CC=C1)NN (phenylhydrazine), C1(=CC=C(C=C1)S(=O)(=O)O)C (p-toluene sulfonic acid), COC=1C=C2C=CC(=CC2=CC1)C(CCCCCC)=O (1-(6-methoxy-2-naphthyl)heptan-1-one), N-arylhydrazone, hydrazone. Run in C(C)O (ethanol). Yields the product COC=1C=C2C=CC(=CC2=CC1)C=1NC2=CC=CC=C2C1CCCCC (2-(6-Methoxy-2-naphthyl)-3-pentyl-1H-indole). Yield: 102.6%. RXN SMILES: [CH3:1][O:2][C:3]1[CH:4]=[C:5]2[C:10](=[CH:11][CH:12]=1)[CH:9]=[C:8]([C:13](=O)[CH2:14][CH2:15][CH2:16][CH2:17][CH2:18][CH3:19])[CH:7]=[CH:6]2.[C:21]1([NH:27]N)[CH:26]=[CH:25][CH:24]=[CH:23][CH:22]=1.C1(C)C=CC(S(O)(=O)=O)=CC=1.N1C2C(=CC=CC=2)C=C1>C(O)C>[CH3:1][O:2][C:3]1[CH:4]=[C:5]2[C:10](=[CH:11][CH:12]=1)[CH:9]=[C:8]([C:13]1[NH:27][C:21]3[C:26]([C:14]=1[CH2:15][CH2:16][CH2:17][CH2:18][CH3:19])=[CH:25][CH:24]=[CH:23][CH:22]=3)[CH:7]=[CH:6]2. Procedure details: To a stirred suspension of the 1-(6-methoxy-2-naphthyl)heptan-1-one (81.5 g, 301.44 mmol) in ethanol (2000 mL) under N2 was added phenylhydrazine (35.857 g, 331.58 mmol) and p-toluene sulfonic acid monhydrate (120.41 g, 633.02 mmol). The mixture was refluxed. Warming gave a homogenous solution. (A modification of this Fisher indole reaction to incorporate varied substitution on the indole ring utilizes an N-arylhydrazone in place of the aryl hydrazine-details of hydrazone preparation in a recent... Reaction SMILES: [NH2:1][CH:2]([C:3](=[O:4])[OH:5])[CH2:6][c:7]1[cH:8][c:9]([Br:28])[c:10]([O:13][CH2:14][CH2:15][c:16]2[n:17][c:18](-[c:22]3[cH:23][cH:24][cH:25][cH:26][cH:27]3)[o:19][c:20]2[CH3:21])[cH:11][cH:12]1.[c:29]1([N:35]([CH2:36][CH2:37][OH:41])[CH2:39][CH2:40][OH:38])[cH:30][cH:31][cH:32][cH:33][cH:34]1>>[N:1]1([CH:2]([C:3](=[O:4])[OH:5])[CH2:6][c:7]2[cH:8][c:9]([Br:28])[c:10]([O:13][CH2:14][CH2:15][c:16]3[n:17][c:18](-[c:22]4[cH:23][cH:24][cH:25][cH:26][cH:27]4)[o:19][c:20]3[CH3:21])[cH:11][cH:12]2)[CH2:37][CH2:36][N:35]([c:29]2[cH:30][cH:31][cH:32][cH:33][cH:34]2)[CH2:39][CH2:40]1. Product: Cc1oc(-c2ccccc2)nc1CCOc1ccc(CC(C(=O)O)N2CCN(c3ccccc3)CC2)cc1Br. The reactants are Cc1oc(-c2ccccc2)nc1CCOc1ccc(CC(N)C(=O)O)cc1Br, OCCN(CCO)c1ccccc1. The reactants are [Br-].C(C1=CC=CC=C1)OC(=O)C1=CC=C(S1)C[P+](C1=CC=CC=C1)(C1=CC=CC=C1)C1=CC=CC=C1 (({5-[(benzyloxy)carbonyl]-2-thienyl}methyl)(triphenyl)phosphonium bromide), [N+](=O)([O-])C1=CC=C(C=O)C=C1 (4-nitrobenzaldehyde), C1CCOC1 (THF), C[O-].[Na+].CO (sodium methoxide methanol). Solvent: O (Water). Run at time 8 hour. Product: NC1=CC=C(C=C1)CCC1=CC=C(S1)C(=O)OC (methyl 5-[2-(4-aminophenyl)ethyl]thiophene-2-carboxylate). Yield: 58.3%. RXN SMILES: [Br-].[CH2:2]([O:9][C:10]([C:12]1[S:16][C:15]([CH2:17][P+](C2C=CC=CC=2)(C2C=CC=CC=2)C2C=CC=CC=2)=[CH:14][CH:13]=1)=[O:11])C1C=CC=CC=1.[N+:37]([C:40]1[CH:47]=[CH:46][C:43]([CH:44]=O)=[CH:42][CH:41]=1)([O-])=O.C1COCC1.C[O-].[Na+].CO>O>[NH2:37][C:40]1[CH:47]=[CH:46][C:43]([CH2:44][CH2:17][C:15]2[S:16][C:12]([C:10]([O:9][CH3:2])=[O:11])=[CH:13][CH:14]=2)=[CH:42][CH:41]=1 |f:0.1,4.5.6|. Reported procedure: To a mixture of 2.88 g of ({5-[(benzyloxy)carbonyl]-2-thienyl}methyl)(triphenyl)phosphonium bromide, 823 mg of 4-nitrobenzaldehyde and 30 mL of THF was added dropwise 1.0 mL of a 5.0 M sodium methoxide/methanol solution, followed by stirring overnight at room temperature. Water was added to the reaction mixture, followed by extraction with ethyl acetate. The organic layer was washed sequentially with 1.0 M hydrochloric acid, a saturated aqueous sodium hydrogen carbonate solution, and saturated b... Starting materials: solution, C(C(=O)Cl)(=O)Cl (oxalyl chloride), ClC=1C=C(C=CC1S(=O)(=O)C)[C@H](C(=O)O)CC1CCCC1 (2(R)-(3-chloro-4-methanesulfonyl-phenyl)-3-cyclopentyl-propionic acid), NC1=CC=C(C=N1)NS(=O)(=O)C (N-(6-amino-pyridin-3-yl)-methanesulfonamide), N1=CC=CC=C1 (pyridine). Reagents/catalysts: CN(C=O)C (N,N-dimethylformamide). The solvent is C(Cl)Cl (methylene chloride), C(Cl)Cl (methylene chloride), O1CCCC1 (tetrahydrofuran). Conditions: temperature 25 celsius, time 20 minute. Yields the product ethyl acetate hexanes, ClC=1C=C(C=CC1S(=O)(=O)C)[C@H](C(=O)NC1=NC=C(C=C1)NS(=O)(=O)C)CC1CCCC1 (2(R)-(3-chloro-4-methanesulfonyl-phenyl)-3-cyclopentyl-N-(5-methanesulfonylamino-pyridin-2-yl)-propionamide). The yield is 10.3%. Reaction SMILES: [Cl:1][C:2]1[CH:3]=[C:4]([C@@H:12]([CH2:16][CH:17]2[CH2:21][CH2:20][CH2:19][CH2:18]2)[C:13]([OH:15])=O)[CH:5]=[CH:6][C:7]=1[S:8]([CH3:11])(=[O:10])=[O:9].C(Cl)(=O)C(Cl)=O.[NH2:28][C:29]1[N:34]=[CH:33][C:32]([NH:35][S:36]([CH3:39])(=[O:38])=[O:37])=[CH:31][CH:30]=1.N1C=CC=CC=1>C(Cl)Cl.CN(C)C=O.O1CCCC1>[Cl:1][C:2]1[CH:3]=[C:4]([C@@H:12]([CH2:16][CH:17]2[CH2:21][CH2:20][CH2:19][CH2:18]2)[C:13]([NH:28][C:29]2[CH:30]=[CH:31][C:32]([NH:35][S:36]([CH3:39])(=[O:38])=[O:37])=[CH:33][N:34]=2)=[O:15])[CH:5]=[CH:6][C:7]=1[S:8]([CH3:11])(=[O:9])=[O:10]. Reported procedure: A solution of 2(R)-(3-chloro-4-methanesulfonyl-phenyl)-3-cyclopentyl-propionic acid (prepared as in Example 1, 224 mg, 0.67 mmol) in methylene chloride was cooled to 0° C. and then was treated with a 2.0M solution of oxalyl chloride in methylene chloride (0.37 mL, 0.74 mmol) and a few drops of N,N-dimethylformamide. The reaction mixture was stirred at 0° C. for 10 min and at 25° C. for 20 min. The reaction mixture was then treated with a solution of N-(6-amino-pyridin-3-yl)-methanesulfonamide (1... The reactants are CCCCC(O)(c1ccccc1)C1CCN(c2ccc(NC(=O)C(CC)CC)cc2F)CC1, ClCCl, O=C(O)C(F)(F)F. Product: CCCCC(c1ccccc1)C1CCN(c2ccc(NC(=O)C(CC)CC)cc2F)CC1. RXN SMILES: [CH2:1]([CH3:2])[CH:3]([C:4](=[O:5])[NH:6][c:7]1[cH:8][c:9]([F:31])[c:10]([N:13]2[CH2:14][CH2:15][CH:16]([C:19]([CH2:20][CH2:21][CH2:22][CH3:23])([c:24]3[cH:25][cH:26][cH:27][cH:28][cH:29]3)[OH:30])[CH2:17][CH2:18]2)[cH:11][cH:12]1)[CH2:32][CH3:33].[Cl:41][CH2:42][Cl:43].[F:34][C:35]([F:36])([F:37])[C:38]([OH:39])=[O:40]>>[CH2:1]([CH3:2])[CH:3]([C:4](=[O:5])[NH:6][c:7]1[cH:8][c:9]([F:31])[c:10]([N:13]2[CH2:14][CH2:15][CH:16]([CH:19]([CH2:20][CH2:21][CH2:22][CH3:23])[c:24]3[cH:25][cH:26][cH:27][cH:28][cH:29]3)[CH2:17][CH2:18]2)[cH:11][cH:12]1)[CH2:32][CH3:33]. Reactants: C(C)(C)(C)OC(=O)N[C@@H](CCSC)C(=O)O (N-tert-butoxycarbonyl-L-methionine), NC1=NC=CC=C1 (2-aminopyridine). Product: N1=C(C=CC=C1)NC([C@@H](NC(=O)OC(C)(C)C)CCSC)=O (N-tert-Butoxycarbonyl-L-Methionine N-2-Pyridyl Amide). Procedure: Condensation of N-tert-butoxycarbonyl-L-inethionine (1a) with 2-aminopyridine (2j) according to General Procedure A, resulted, after purification on a SILICA GEL column (hexane-acetone 3:1), in (3o) (C15H23N3O3S1, 62%), Rf=0.33 (hexane-acetone 3:1), m.p. 135°-137° C., [α]D23 =-28.2° (c 0.11, CHCl3), IR (KBr) ν: 432, 459, 471, 496, 527, 623, 681, 737, 775, 829, 847, 864, 924, 964, 999, 1028, 1053, 1099, 1165, 1252, 1283, 1304, 1366, 1389, 1435, 1462, 1532, 1580, 1603, 1674, 1711, 2363, 2832, 2915... Reaction SMILES: [C:1]([O:5][C:6]([NH:8][C@H:9]([C:14]([OH:16])=O)[CH2:10][CH2:11][S:12][CH3:13])=[O:7])([CH3:4])([CH3:3])[CH3:2].[NH2:17][C:18]1[CH:23]=[CH:22][CH:21]=[CH:20][N:19]=1>>[N:19]1[CH:20]=[CH:21][CH:22]=[CH:23][C:18]=1[NH:17][C:14](=[O:16])[C@H:9]([CH2:10][CH2:11][S:12][CH3:13])[NH:8][C:6]([O:5][C:1]([CH3:2])([CH3:3])[CH3:4])=[O:7].